From a dataset of the Open Reaction Database (ORD), a public repository of structured organic reaction records. describe an organic reaction: reactants, conditions, products, and yield Product: O=C(CCCCc1ccc(C(=O)O)nc1)OCc1ccccc1. As a reaction SMILES: [C:15](=[O:16])([O:17][CH2:18][c:19]1[cH:20][cH:21][cH:22][cH:23][cH:24]1)[Cl:25].[CH3:33][c:34]1[cH:35][cH:36][cH:37][cH:38][cH:39]1.[OH2:26].[OH:1][CH2:2][CH2:3][CH2:4][CH2:5][c:6]1[cH:7][cH:8][c:9]([C:12](=[O:13])[OH:14])[n:10][cH:11]1.[cH:27]1[cH:28][cH:29][n:30][cH:31][cH:32]1>>[CH2:2]([CH2:3][CH2:4][CH2:5][c:6]1[cH:7][cH:8][c:9]([C:12](=[O:13])[OH:14])[n:10][cH:11]1)[C:15](=[O:16])[O:17][CH2:18][c:19]1[cH:20][cH:21][cH:22][cH:23][cH:24]1. Starting materials: O=C(Cl)OCc1ccccc1, Cc1ccccc1, O, O=C(O)c1ccc(CCCCO)cn1, c1ccncc1. Reactants: COC1=CC=CC(=C1)C (m-cresol methyl ether), OO (hydrogen peroxide), BrBr (bromine). The solvent is C(C)(=O)O (acetic acid), C(C)(=O)O (acetic acid). Reaction conditions: temperature 0 celsius, time 1 hour. Product: BrC1=C(C=C(C=C1)OC)C (2-bromo-5-methoxytoluene). Reaction SMILES: [CH3:1][O:2][C:3]1[CH:8]=[C:7]([CH3:9])[CH:6]=[CH:5][CH:4]=1.OO.[Br:12]Br>C(O)(=O)C>[Br:12][C:6]1[CH:5]=[CH:4][C:3]([O:2][CH3:1])=[CH:8][C:7]=1[CH3:9]. Reported procedure: 36.65 g (0.3 mol) of m-cresol methyl ether and 39.8 g (0.35 mol) of 30% hydrogen peroxide in 40 ml of acetic acid (98%) are initially introduced into a flask which has a volume of 250 ml and ground-glass joints and is fitted with an internal thermometer, stirrer and dropping funnel. The mixture is stirred vigorously and cooled to 0° C. Subsequently, bromine dissolved in 40 ml of 98% acetic acid is slowly added dropwise over 3 hours. The reaction is highly exothermic. During the period of dropwis... Procedure: A solution of 23.0 grams of 1,3-bis(dodecylthio)-2-propyl acrylate, 9.05 grams of dodecanethiol and 1 milliliter of "Triton B" in 75 milliliters of ethanol was heated under reflux for 6 hours. The reaction mixture was allowed to cool and was then poured into a solution of 5 milliliters of concentrated hydrochloric acid in 300 milliliters of water. The light colored oil which precipitated crystallized on stirring and the crystalline solid was filtered off and allowed to dry. The product, 1,3-bis(... Solvent: C(C)O (ethanol), O (water). Reaction SMILES: [C:1]([O:5][CH:6]([CH2:21][S:22][CH2:23][CH2:24][CH2:25][CH2:26][CH2:27][CH2:28][CH2:29][CH2:30][CH2:31][CH2:32][CH2:33][CH3:34])[CH2:7][S:8][CH2:9][CH2:10][CH2:11][CH2:12][CH2:13][CH2:14][CH2:15][CH2:16][CH2:17][CH2:18][CH2:19][CH3:20])(=[O:4])[CH:2]=[CH2:3].[CH2:35]([SH:47])[CH2:36][CH2:37][CH2:38][CH2:39][CH2:40][CH2:41][CH2:42][CH2:43][CH2:44][CH2:45][CH3:46].Cl>C(O)C.O>[CH2:35]([S:47][CH2:3][CH2:2][C:1]([O:5][CH:6]([CH2:7][S:8][CH2:9][CH2:10][CH2:11][CH2:12][CH2:13][CH2:14][CH2:15][CH2:16][CH2:17][CH2:18][CH2:19][CH3:20])[CH2:21][S:22][CH2:23][CH2:24][CH2:25][CH2:26][CH2:27][CH2:28][CH2:29][CH2:30][CH2:31][CH2:32][CH2:33][CH3:34])=[O:4])[CH2:36][CH2:37][CH2:38][CH2:39][CH2:40][CH2:41][CH2:42][CH2:43][CH2:44][CH2:45][CH3:46]. Yields the product C(CCCCCCCCCCC)SCCC(=O)OC(CSCCCCCCCCCCCC)CSCCCCCCCCCCCC (1,3-bis-(dodecylthio)-2-propyl 3-(dodecylthio)propionate). The reactants are C(C=C)(=O)OC(CSCCCCCCCCCCCC)CSCCCCCCCCCCCC (1,3-bis(dodecylthio)-2-propyl acrylate), C(CCCCCCCCCCC)S (dodecanethiol), Cl (hydrochloric acid). Reactants: S(O)(O)(=O)=O (sulfuric acid), COC(=O)C1=C(N=C(S1)CC(O)C=1C(=NOC1C)CCCC)C (2-[2-(3-butyl-5-methyl-isoxazol-4-yl)-2-hydroxy-ethyl]-4-methyl-thiazole-5-carboxylic acid methyl ester), [OH-].[Na+] (sodium hydroxide). Solvent: C(C)(=O)OCC (ethyl acetate). Reaction conditions: temperature 90 celsius. The product is COC(=O)C1=C(N=C(S1)\C=C\C=1C(=NOC1C)CCCC)C (2-[(E)-2-(3-Butyl-5-methyl-isoxazol-4-yl)-vinyl]-4-methyl-thiazole-5-carboxylic acid methyl ester). Yield: 94.1%. As a reaction SMILES: S(=O)(=O)(O)O.[CH3:6][O:7][C:8]([C:10]1[S:14][C:13]([CH2:15][CH:16]([C:18]2[C:19]([CH2:24][CH2:25][CH2:26][CH3:27])=[N:20][O:21][C:22]=2[CH3:23])O)=[N:12][C:11]=1[CH3:28])=[O:9].[OH-].[Na+]>C(OCC)(=O)C>[CH3:6][O:7][C:8]([C:10]1[S:14][C:13](/[CH:15]=[CH:16]/[C:18]2[C:19]([CH2:24][CH2:25][CH2:26][CH3:27])=[N:20][O:21][C:22]=2[CH3:23])=[N:12][C:11]=1[CH3:28])=[O:9] |f:2.3|. Reported procedure: Concentrated sulfuric acid (85 mL) was added to 2-[2-(3-butyl-5-methyl-isoxazol-4-yl)-2-hydroxy-ethyl]-4-methyl-thiazole-5-carboxylic acid methyl ester (9.0 g, 26.6 mmol) then the mixture was heated at 90° C. for 2 h. The solution was carefully dropped into 2N sodium hydroxide (1580 mL) and ethyl acetate (100 mL) saturated sodium bicarbonate was added until pH 10 was reached. The reaction mixture was extracted with ethyl acetate then the combined organic extracts were dried, filtered and concent... The reactants are BrC1=CC2=C(N1C(C)C)C(N(C2=O)C2=CC(=C(C=C2)F)Cl)C2=CC=C(C=C2)Cl (2-bromo-5-(3-chloro-4-fluoro-phenyl)-6-(4-chloro-phenyl)-1-isopropyl-5,6-dihydro-1H-pyrrolo[3,4-b]pyrrol-4-one), ClC=1C=CC(=C(C1)N1[C@@H](C=2N(C(=CC2C1=O)C=1C(=NC(=NC1)OC)OC)C(C)C)C1=CC=C(C=C1)Cl)C ((R)-5-(5-Chloro-2-methyl-phenyl)-6-(4-chloro-phenyl)-2-(2,4-dimethoxy-pyrimidin-5-yl)-1-isopropyl-5,6-dihydro-1H-pyrrolo[3,4-b]pyrrol-4-one), BrC1=CC2=C(N1C(C)C)C(N(C2=O)C2=C(C=CC(=C2)Cl)C)C2=CC=C(C=C2)Cl (2-bromo-5-(5-chloro-2-methyl-phenyl)-6-(4-chloro-phenyl)-1-isopropyl-5,6-dihydro-1H-pyrrolo[3,4-b]pyrrol-4-one), BrC1=CC2=C(N1C(C)C)C(N(C2=O)C2=CC(=C(C=C2)F)Cl)C2=CC=C(C=C2)Cl (2-bromo-5-(3-chloro-4-fluoro-phenyl)-6-(4-chloro-phenyl)-1-isopropyl-5,6-dihydro-1H-pyrrolo[3,4-b]pyrrol-4-one), ClC=1C=CC(=C(C1)N1[C@@H](C=2N(C(=CC2C1=O)C=1C(=NC(=NC1)OC)OC)C(C)C)C1=CC=C(C=C1)Cl)C ((R)-5-(5-Chloro-2-methyl-phenyl)-6-(4-chloro-phenyl)-2-(2,4-dimethoxy-pyrimidin-5-yl)-1-isopropyl-5,6-dihydro-1H-pyrrolo[3,4-b]pyrrol-4-one), C(#N)C=1C=CC(=C(C1)B(O)O)OC (5-cyano-2-methoxyphenylboronic acid). The product is ClC=1C=C(C=CC1F)N1C(C=2N(C(=CC2C1=O)C=1C=C(C(=O)NC)C=CC1OC)C(C)C)C1=CC=C(C=C1)Cl (3-[5-(3-Chloro-4-fluoro-phenyl)-6-(4-chloro-phenyl)-1-isopropyl-4-oxo-1,4,5,6-tetrahydro-pyrrolo[3,4-b]pyrrol-2-yl]-4-methoxy-N-methyl-benzamide). As a reaction SMILES: BrC1N(C(C)C)C2C(C3C=CC(Cl)=CC=3)N(C3C=CC([F:20])=C(Cl)C=3)C(=O)C=2C=1.[Cl:29][C:30]1[CH:31]=[CH:32][C:33](C)=[C:34]([N:36]2[C:43](=[O:44])[C:42]3[CH:41]=[C:40]([C:45]4[C:46]([O:53][CH3:54])=NC(OC)=N[CH:50]=4)[N:39]([CH:55]([CH3:57])[CH3:56])[C:38]=3[C@H:37]2[C:58]2[CH:63]=[CH:62][C:61]([Cl:64])=[CH:60][CH:59]=2)[CH:35]=1.Br[C:67]1N(C(C)C)C2[CH:75](C3C=CC(Cl)=CC=3)[N:76](C3C=C(Cl)C=CC=3C)[C:77](=[O:78])[C:69]=2[CH:68]=1.C(C1C=CC(OC)=C(B(O)O)C=1)#N>>[Cl:29][C:30]1[CH:35]=[C:34]([N:36]2[C:43](=[O:44])[C:42]3[CH:41]=[C:40]([C:45]4[CH:50]=[C:69]([CH:68]=[CH:67][C:46]=4[O:53][CH3:54])[C:77]([NH:76][CH3:75])=[O:78])[N:39]([CH:55]([CH3:57])[CH3:56])[C:38]=3[CH:37]2[C:58]2[CH:59]=[CH:60][C:61]([Cl:64])=[CH:62][CH:63]=2)[CH:33]=[CH:32][C:31]=1[F:20]. Procedure: The title compound was prepared in analogy to the procedure described for Example 17 but 2-bromo-5-(3-chloro-4-fluoro-phenyl)-6-(4-chloro-phenyl)-1-isopropyl-5,6-dihydro-1H-pyrrolo[3,4-b]pyrrol-4-one (Intermediate D) and 2-methoxy-5-[(methylamino)carbonyl]phenylboronic acid (Intermediate R) were used instead of 2-bromo-5-(5-chloro-2-methyl-phenyl)-6-(4-chloro-phenyl)-1-isopropyl-5,6-dihydro-1H-pyrrolo[3,4-b]pyrrol-4-one and 5-cyano-2-methoxyphenylboronic acid respectively. The title compound was... The reactants are S(=O)([O-])[O-].[Na+].[Na+] (sodium sulfite), COC1=CC=C(COC(=O)C(CCC(=O)OCC2=CC=C(C=C2)[N+](=O)[O-])(C)C)C=C1 (p-nitrobenzyl 4-p-methoxybenzyloxycarbonyl-4-methylvalerate). The solvent is O (water), O1CCCC1 (tetrahydrofuran), O (water). Run at time 7.5 hour. Yields the product COC1=CC=C(COC(=O)C(CCC(=O)O)(C)C)C=C1 (4-p-methoxybenzyloxycarbonyl-4-methylvaleric acid). Reaction SMILES: S([O-])([O-])=O.[Na+].[Na+].[CH3:7][O:8][C:9]1[CH:36]=[CH:35][C:12]([CH2:13][O:14][C:15]([C:17]([CH3:34])([CH3:33])[CH2:18][CH2:19][C:20]([O:22]CC2C=CC([N+]([O-])=O)=CC=2)=[O:21])=[O:16])=[CH:11][CH:10]=1>O.O1CCCC1>[CH3:7][O:8][C:9]1[CH:10]=[CH:11][C:12]([CH2:13][O:14][C:15]([C:17]([CH3:33])([CH3:34])[CH2:18][CH2:19][C:20]([OH:22])=[O:21])=[O:16])=[CH:35][CH:36]=1 |f:0.1.2|. Procedure details: To a solution of sodium sulfite hydrade (12.35 g) in water (70 ml) was added a solution of p-nitrobenzyl 4-p-methoxybenzyloxycarbonyl-4-methylvalerate (25.4 g) in tetrahydrofuran (140 ml). The reaction mixture was stirred at room temperature for 7.5 hours, diluted with water and washed with diethyl ether. The aqueous layer was acidified with hydrochloric acid and extracted with diethyl ether. The extract was washed with water, dried over anhydrous sodium sulfate and evaporated to give 4-p-methox... Reactants: C[O-].[Na+] (Sodium methoxide), C1(CCCCC1)SC1=CC=C(C=O)C=C1 (4-(cyclohexylthio)benzaldehyde), COC(OC)OC (trimethylorthoformate). The reagents and catalysts are C1(=CC=C(C=C1)S(=O)(=O)O)C (p-toluenesulfonic acid). Solvent: CO (methanol). Reaction conditions: time 72 hour. Product: C1(CCCCC1)SC1=CC=C(C=C1)C(OC)OC (cyclohexyl(4-(dimethoxymethyl)phenyl)sulfane). Isolated yield 101.9%. Reaction SMILES: [CH:1]1([S:7][C:8]2[CH:15]=[CH:14][C:11](C=O)=[CH:10][CH:9]=2)[CH2:6][CH2:5][CH2:4][CH2:3][CH2:2]1.[CH3:16][O:17][CH:18](OC)[O:19][CH3:20].C[O-].[Na+]>CO.C1(C)C=CC(S(O)(=O)=O)=CC=1>[CH:8]1([S:7][C:1]2[CH:6]=[CH:5][C:4]([CH:18]([O:19][CH3:20])[O:17][CH3:16])=[CH:3][CH:2]=2)[CH2:15][CH2:14][CH2:11][CH2:10][CH2:9]1 |f:2.3|. Procedure details: To a solution of 4-(cyclohexylthio)benzaldehyde (215 mg, 0.976 mmol) in methanol (4 mL) was added trimethylorthoformate (130 μL, 1.19 mmol) and p-toluenesulfonic acid (15 mg, 0.079 mmol), and the resulting solution stirred at room temperature for 72 hours. Sodium methoxide solution (25 wt %, 18 μL) was then added to the solution, and the volatiles removed in vacuo to afford crude cyclohexyl(4-(dimethoxymethyl)phenyl)sulfane (˜265 mg, quantitative yield) which was used directly without further pu... The reactants are BrC=1C=C2C(N(C(=NC2=CC1)CCl)C1=C(C=CC=C1)Cl)=O (6-Bromo-2-chloromethyl-3-(2-chlorophenyl)-3H-quinazolin-4-one), N1=CN=C2N=CNC2=C1N (adenine), C(=O)([O-])[O-].[K+].[K+] (K2CO3). Solvent: CN(C)C=O (DMF). The product is NC1=C2N=CN(C2=NC=N1)CC1=NC2=CC=C(C=C2C(N1C1=C(C=CC=C1)Cl)=O)Br (2-(6-Aminopurin-9-ylmethyl)-6-bromo-3-(2-chlorophenyl)-3H-quinazolin-4-one). Yield: 41.4%. RXN SMILES: [Br:1][C:2]1[CH:3]=[C:4]2[C:9](=[CH:10][CH:11]=1)[N:8]=[C:7]([CH2:12]Cl)[N:6]([C:14]1[CH:19]=[CH:18][CH:17]=[CH:16][C:15]=1[Cl:20])[C:5]2=[O:21].[N:22]1[C:30]([NH2:31])=[C:29]2[C:25]([N:26]=[CH:27][NH:28]2)=[N:24][CH:23]=1.C([O-])([O-])=O.[K+].[K+]>CN(C=O)C>[NH2:31][C:30]1[N:22]=[CH:23][N:24]=[C:25]2[C:29]=1[N:28]=[CH:27][N:26]2[CH2:12][C:7]1[N:6]([C:14]2[CH:19]=[CH:18][CH:17]=[CH:16][C:15]=2[Cl:20])[C:5](=[O:21])[C:4]2[C:9](=[CH:10][CH:11]=[C:2]([Br:1])[CH:3]=2)[N:8]=1 |f:2.3.4|. Procedure: Prepared according to Procedure C using Intermediate 2b (100 mg, 0.260 mmol), adenine (39 mg, 0.286 mmol), K2CO3 (40 mg, 0.286 mmol), and DMF (2 mL). The crude product was recrystallized from EtOH to provide 52 mg of an off-white solid (41%), mp 284.2-284.7° C. (decomposes). 1H NMR (DMSO-d6) δ: 8.24 (d, J=2.0 Hz, 1H); 8.05 (s, 1H); 8.03 (s, 1H); 7.98 (dd, J=1.9, 8.6 Hz, 1H); 7.74-7.83 (m, 2H); 7.59-7.68 (m, 2H); 7.46 (d, J=8.7 Hz, 1H); 7.22 (s, 2H); 5.12 (d, J=17 Hz, 1H); 4.94 (d, J=17 Hz, 1H). ... The reactants are FC1=CC=C(COC2=CC(=CC=3C(CCC(C23)(C)C)(C)C)C(=O)C=2C=C3C=CC(=CC3=CC2)C(=O)OC)C=C1 (methyl 6-{1-[4-(4-fluorobenzyloxy)-5,5,8,8-tetramethyl-5,6,7,8-tetrahydro-2-naphthyl]methanoyl}-2-naphthalenecarboxylate), [OH-].[Na+] (sodium hydroxide). Yields the product FC1=CC=C(COC2=CC(=CC=3C(CCC(C23)(C)C)(C)C)C(=O)C=2C=C3C=CC(=CC3=CC2)C(=O)O)C=C1 (6-{1-[4-(4-fluorobenzyloxy)-5,5,8,8-tetramethyl-5,6,7,8-tetrahydro-2-naphthyl]methanoyl}naphthalene-2-carboxylic acid). RXN SMILES: [F:1][C:2]1[CH:39]=[CH:38][C:5]([CH2:6][O:7][C:8]2[C:17]3[C:16]([CH3:19])([CH3:18])[CH2:15][CH2:14][C:13]([CH3:21])([CH3:20])[C:12]=3[CH:11]=[C:10]([C:22]([C:24]3[CH:25]=[C:26]4[C:31](=[CH:32][CH:33]=3)[CH:30]=[C:29]([C:34]([O:36]C)=[O:35])[CH:28]=[CH:27]4)=[O:23])[CH:9]=2)=[CH:4][CH:3]=1.[OH-].[Na+]>>[F:1][C:2]1[CH:39]=[CH:38][C:5]([CH2:6][O:7][C:8]2[C:17]3[C:16]([CH3:19])([CH3:18])[CH2:15][CH2:14][C:13]([CH3:20])([CH3:21])[C:12]=3[CH:11]=[C:10]([C:22]([C:24]3[CH:25]=[C:26]4[C:31](=[CH:32][CH:33]=3)[CH:30]=[C:29]([C:34]([OH:36])=[O:35])[CH:28]=[CH:27]4)=[O:23])[CH:9]=2)=[CH:4][CH:3]=1 |f:1.2|. Reported procedure: In a manner similar to that of Example 1g, by reacting 250 mg (0.5 mmol) of methyl 6-{1-[4-(4-fluorobenzyloxy)-5,5,8,8-tetramethyl-5,6,7,8-tetrahydro-2-naphthyl]methanoyl}-2-naphthalenecarboxylate with 40 mg of sodium hydroxide. A white crystallized solid is obtained (m=235 mg; yield=66%; m.p.=277° C.).